From a dataset of the Open Reaction Database (ORD), a public repository of structured organic reaction records. describe an organic reaction: reactants, conditions, products, and yield Starting materials: COc1cccc2oc(C(C)=O)nc12, Cc1ccccc1, OCCO, Cc1ccc(S(=O)(=O)O)cc1. Yields the product COc1cccc2oc(C3(C)OCCO3)nc12. As a reaction SMILES: [C:1]([CH3:2])(=[O:3])[c:4]1[o:5][c:6]2[c:7]([n:8]1)[c:9]([O:13][CH3:14])[cH:10][cH:11][cH:12]2.[CH3:30][c:31]1[cH:32][cH:33][cH:34][cH:35][cH:36]1.[OH:26][CH2:27][CH2:28][OH:29].[c:15]1([CH3:16])[cH:17][cH:18][c:19]([S:20]([OH:21])(=[O:22])=[O:23])[cH:24][cH:25]1>>[C:1]1([CH3:2])([c:4]2[o:5][c:6]3[c:7]([n:8]2)[c:9]([O:13][CH3:14])[cH:10][cH:11][cH:12]3)[O:3][CH2:28][CH2:27][O:26]1. Starting materials: O=C([O-])O, CCOCC, ClCCl, OCc1c(F)ccc(O)c1F, [Na+], BrP(Br)Br. Yields the product Oc1ccc(F)c(CBr)c1F. As a reaction SMILES: [C:16](=[O:17])([OH:18])[O-:19].[CH3:21][CH2:22][O:23][CH2:24][CH3:25].[Cl:26][CH2:27][Cl:28].[F:1][c:2]1[c:3]([OH:11])[cH:4][cH:5][c:6]([F:10])[c:7]1[CH2:8][OH:9].[Na+:20].[P:12]([Br:13])([Br:14])[Br:15]>>[F:1][c:2]1[c:3]([OH:11])[cH:4][cH:5][c:6]([F:10])[c:7]1[CH2:8][Br:13]. Starting materials: C1(CCCCC1)C(C(=O)OC)(C1=CC=CC=C1)O (methyl α-cyclohexyl-α-hydroxybenzeneacetate), C(C)N(CC#CCO)CC1=CC=C(C=C1)OC (4-[N-ethyl-(4-methoxyphenyl)methylamino]-2-butyn-1-ol), C[O-].[Na+] (sodium methoxide). Run in C1(=CC=CC=C1)C (toluene). Yields the product C1(CCCCC1)C(C(=O)OCC#CCN(CC)CC1=CC=C(C=C1)OC)(C1=CC=CC=C1)O (4-[N-ethyl-(4-methoxyphenyl)methylamino]-2-butynyl α-cyclohexyl-α-hydroxybenzeneacetate). As a reaction SMILES: [CH:1]1([C:7]([OH:18])([C:12]2[CH:17]=[CH:16][CH:15]=[CH:14][CH:13]=2)[C:8]([O:10][CH3:11])=[O:9])[CH2:6][CH2:5][CH2:4][CH2:3][CH2:2]1.[CH2:19]([N:21]([CH2:27][C:28]1[CH:33]=[CH:32][C:31]([O:34][CH3:35])=[CH:30][CH:29]=1)[CH2:22][C:23]#[C:24]CO)[CH3:20].C[O-].[Na+]>C1(C)C=CC=CC=1>[CH:12]1([C:7]([OH:18])([C:1]2[CH:6]=[CH:5][CH:4]=[CH:3][CH:2]=2)[C:8]([O:10][CH2:11][C:24]#[C:23][CH2:22][N:21]([CH2:27][C:28]2[CH:33]=[CH:32][C:31]([O:34][CH3:35])=[CH:30][CH:29]=2)[CH2:19][CH3:20])=[O:9])[CH2:13][CH2:14][CH2:15][CH2:16][CH2:17]1 |f:2.3|. Reported procedure: reacting a single enantiomer of methyl α-cyclohexyl-α-hydroxybenzeneacetate (IV) with 4-[N-ethyl-(4-methoxyphenyl)methylamino]-2-butyn-1-ol (V) in the presence of a catalytic amount of sodium methoxide in toluene to produce a single enantiomer of 4-[N-ethyl-(4-methoxyphenyl)methylamino]-2-butynyl α-cyclohexyl-α-hydroxybenzeneacetate (VI); and The reactants are COCC1N(CCCC1)C1=NC(=NC=N1)NC=1C=C(C=CC1)CS(=O)(=O)N (rac-3-[(4-(2-Methoxymethylpiperidin-1-yl)-1,3,5-triazin-2-yl)amino]-benzenemethanesulfonamide), ClC1=NC(=NC=N1)NC=1C=C(C=CC1)CS(=O)(=O)N (3-[(4-Chloro-1,3,5-triazin-2-yl)amino]benzenemethanesulfonamide), C1(=CC=CC=C1)C1NCC1 (rac-2-phenylazetidine). Yields the product C1(=CC=CC=C1)C1N(CC1)C1=NC(=NC=N1)NC=1C=C(C=CC1)CS(=O)(=O)N (rac-3-[(4-(2-Phenylazetidin-1-yl)-1,3,5-triazin-2-yl)amino]-benzenemethanesulfonamide). Reaction SMILES: CO[CH2:3][CH:4]1[CH2:9][CH2:8][CH2:7][CH2:6][N:5]1[C:10]1[N:15]=[CH:14][N:13]=[C:12]([NH:16][C:17]2[CH:18]=[C:19]([CH2:23][S:24]([NH2:27])(=[O:26])=[O:25])[CH:20]=[CH:21][CH:22]=2)[N:11]=1.ClC1N=CN=C(N[C:36]2[CH:37]=C(CS(N)(=O)=O)C=C[CH:41]=2)N=1.C1(C2CCN2)C=CC=CC=1>>[C:9]1([CH:4]2[CH2:3][CH2:6][N:5]2[C:10]2[N:15]=[CH:14][N:13]=[C:12]([NH:16][C:17]3[CH:18]=[C:19]([CH2:23][S:24]([NH2:27])(=[O:26])=[O:25])[CH:20]=[CH:21][CH:22]=3)[N:11]=2)[CH:37]=[CH:36][CH:41]=[CH:7][CH:8]=1. Procedure details: B37 was prepared following the general procedure reported for B4 using A1 and rac-2-phenylazetidine and obtained as white crystals; yield: 120 mg (34%). 1H NMR (300 MHz, d6-DMSO, 300K) δ 2.05-2.20 (m, 1H), 2.69-2.90 (m, 1H), 3.88-4.29 (m, 4H), 5.42 (bs, 1H), 6.72-7.08 (m, 3H), 7.20-7.55 (m, 6H), 7.58-7.72 and 7.82-8.00 (2 m, 1H), 8.11 and 8.25 (2bs, 1H), 9.65 and 9.78 (2bs, 1H). MS (ES) C19H20N6O2S requires: 396. found: 397 (M+H)+. The reactants are CCCc1c(OCCCSc2nc(NC(=O)CC(=O)OCc3ccc(OC)cc3)n[nH]2)ccc(C(C)=O)c1O, COc1ccccc1, O, O=C(O)C(F)(F)F. As a reaction SMILES: [C:1]([CH3:2])(=[O:3])[c:4]1[c:5]([OH:39])[c:6]([CH2:36][CH2:37][CH3:38])[c:7]([O:8][CH2:9][CH2:10][CH2:11][S:12][c:13]2[n:14][c:15]([NH:18][C:19]([CH2:20][C:21](=[O:22])[O:23][CH2:24][c:25]3[cH:26][cH:27][c:28]([O:29][CH3:30])[cH:31][cH:32]3)=[O:33])[n:16][nH:17]2)[cH:34][cH:35]1.[CH3:48][O:49][c:50]1[cH:51][cH:52][cH:53][cH:54][cH:55]1.[OH2:40].[OH:41][C:42]([C:43]([F:44])([F:45])[F:46])=[O:47]>>[C:1]([CH3:2])(=[O:3])[c:4]1[c:5]([OH:39])[c:6]([CH2:36][CH2:37][CH3:38])[c:7]([O:8][CH2:9][CH2:10][CH2:11][S:12][c:13]2[n:14][c:15]([NH:18][C:19]([CH2:20][C:21](=[O:22])[OH:23])=[O:33])[n:16][nH:17]2)[cH:34][cH:35]1. Product: CCCc1c(OCCCSc2nc(NC(=O)CC(=O)O)n[nH]2)ccc(C(C)=O)c1O. The reactants are COC=1C=C(C(=O)N2CC(NCC2)COC(=O)N(CC)CC)C=C(C1OC)OC (4-(3′,4′,5′-trimethoxybenzoyl)-2-(N,N-diethylaminocarbonyloxymethyl)piperazine), COC=1C=CC(=CC1)P2(=S)SP(=S)(S2)C=3C=CC(=CC3)OC (Lawesson's reagent). Run in C1CCOC1 (THF). Conditions: temperature 0 celsius, time 30 minute. Product: COC=1C=C(C(=S)N2CC(NCC2)COC(=O)N(CC)CC)C=C(C1OC)OC (4-(3′,4′,5′-trimethoxythiobenzoyl)-2-(N,N-diethylaminocarbonyloxymethyl)piperazine). Yield: 70.6%. As a reaction SMILES: [CH3:1][O:2][C:3]1[CH:4]=[C:5]([CH:23]=[C:24]([O:28][CH3:29])[C:25]=1[O:26][CH3:27])[C:6]([N:8]1[CH2:13][CH2:12][NH:11][CH:10]([CH2:14][O:15][C:16]([N:18]([CH2:21][CH3:22])[CH2:19][CH3:20])=[O:17])[CH2:9]1)=O.COC1C=CC(P2(SP(C3C=CC(OC)=CC=3)(=S)S2)=[S:39])=CC=1>C1COCC1>[CH3:1][O:2][C:3]1[CH:4]=[C:5]([CH:23]=[C:24]([O:28][CH3:29])[C:25]=1[O:26][CH3:27])[C:6]([N:8]1[CH2:13][CH2:12][NH:11][CH:10]([CH2:14][O:15][C:16]([N:18]([CH2:21][CH3:22])[CH2:19][CH3:20])=[O:17])[CH2:9]1)=[S:39]. Procedure details: 1.7 g (3.66 mmol) of 4-(3′,4′,5′-trimethoxybenzoyl)-2-(N,N-diethylaminocarbonyloxymethyl)piperazine, prepared according to the protocol described in step 8.1 of Example 8, are dissolved in 34 ml of THF and cooled in an ice bath. 1.7 g (1 equivalent) of Lawesson's reagent are added portionwise thereto. The solution is stirred at 0° C. for 30 minutes and then at room temperature overnight. The solvent is then removed under vacuum and the residue is rapidly purified on a column of silica gel (eluen...